Dataset: the Open Reaction Database (ORD), a public repository of structured organic reaction records. Task: describe an organic reaction: reactants, conditions, products, and yield Starting materials: ClC1=CC=C(C=C1)C(=O)C=1C=CC2=C(CC(O2)(C)C)C1 ((4-chlorophenyl) (2,3-dihydro-2,2-dimethylbenzofuran-5-yl)ketone), 2,3-dihydro-2,2-(dimethyl- benzofuran-5-yl) ketone hydrazone, O.NN (hydrazine hydrate), C(C)(=O)O (acetic acid). Run in C(C)O (ethanol). Yields the product CC1(OC2=C(C1)C=C(C=C2)C(C2=CC=C(C=C2)Cl)=NN)C ((4-chlorophenyl) (2,3-dihydro-2,2-dimethylbenzofuran-5-yl) ketone hydrazone). RXN SMILES: [Cl:1][C:2]1[CH:7]=[CH:6][C:5]([C:8]([C:10]2[CH:11]=[CH:12][C:13]3[O:17][C:16]([CH3:19])([CH3:18])[CH2:15][C:14]=3[CH:20]=2)=O)=[CH:4][CH:3]=1.O.[NH2:22][NH2:23].C(O)(=O)C>C(O)C>[CH3:18][C:16]1([CH3:19])[CH2:15][C:14]2[CH:20]=[C:10]([C:8](=[N:22][NH2:23])[C:5]3[CH:6]=[CH:7][C:2]([Cl:1])=[CH:3][CH:4]=3)[CH:11]=[CH:12][C:13]=2[O:17]1 |f:1.2|. Procedure details: This compound was prepared in a manner analogous to that of Example 1, Step D, using 1.4 grams (0.005 mole) of (4-chlorophenyl) (2,3-dihydro-2,2-dimethylbenzofuran-5-yl)ketone, 0.4 mL (0.008 mole) of hydrazine hydrate, and 0.3 mL of acetic acid in 50 mL of ethanol. The yield of (4-chlorophenyl) (2,3-dihydro-2,2-(dimethyl- benzofuran-5-yl) ketone hydrazone was 1.23 grams. The nmr spectrum was consistent with the proposed structure.